Dataset: the Open Reaction Database (ORD), a public repository of structured organic reaction records. Task: describe an organic reaction: reactants, conditions, products, and yield Starting materials: solution, B(F)(F)F (BF3), C(#N)N1C2=C(C=C(C3=C1C=CC=C3)[N+](=O)[O-])C=CC=C2 (5-cyano-10-nitro-5H-dibenz[b,f]azepine), B(F)(F)F (BF3), C(N)(=O)N1C2=C(C=C(C3=C1C=CC=C3)[N+](=O)[O-])C=CC=C2 (5-carbamoyl-10-nitro-5H-dibenz[b,f]azepine). Solvent: C(C)(=O)O (acetic acid), ClC1=CC=CC=C1 (chlorobenzene). The product is C(N)(=O)N1C2=C(CC(C3=C1C=CC=C3)=O)C=CC=C2 (5-Carbamoyl-10-oxo-10,11-dihydro-5H-dibenz[b,f]azepine). Reaction SMILES: C(N1C2C=CC=CC=2C([N+]([O-])=[O:15])=CC2C=CC=CC1=2)#N.B(F)(F)F.[C:25]([N:28]1[C:34]2[CH:35]=[CH:36][CH:37]=[CH:38][C:33]=2[C:32]([N+]([O-])=O)=[CH:31][C:30]2[CH:42]=[CH:43][CH:44]=[CH:45][C:29]1=2)(=[O:27])[NH2:26]>ClC1C=CC=CC=1.C(O)(=O)C>[C:25]([N:28]1[C:34]2[CH:35]=[CH:36][CH:37]=[CH:38][C:33]=2[C:32](=[O:15])[CH2:31][C:30]2[CH:42]=[CH:43][CH:44]=[CH:45][C:29]1=2)(=[O:27])[NH2:26]. Reported procedure: 31.5 g (0.12 mole) of 5-cyano-10-nitro-5H-dibenz[b,f]azepine are suspended in 340 ml of chlorobenzene and 98 ml of a solution of 10% by weight of BF3 in acetic acid are quickly added. By heating to 30° dissolution occurs and shortly after that the BF3 adduct of 5-carbamoyl-10-nitro-5H-dibenz[b,f]azepine begins to precipitate. The mixture is left to crystallise for 2 hours in an ice-bath, suction-filtered and washed with benzine. The dry intermediate is dissolved in a mixture of 200 ml of acetic ... The reactants are COC(=O)C=1N=C2N(C(C1O)=O)C=C(C=C2)N2CCCCC2 (3-Hydroxy-4-oxo-7-piperidin-1-yl-4H-pyrido[1,2-a]pyrimidine-2-carboxylic acid methyl ester), ClC=1C=C(CN)C=CC1Cl (3,4-dichlorobenzylamine). Product: ClC=1C=C(CNC(=O)C=2N=C3N(C(C2O)=O)C=C(C=C3)N3CCCCC3)C=CC1Cl (3-Hydroxy-4-oxo-7-piperidin-1-yl-4H-pyrido[1,2-a]pyrimidine-2-carboxylic acid 3,4-dichloro-benzylamide). RXN SMILES: C[O:2][C:3]([C:5]1[N:6]=[C:7]2[CH:16]=[CH:15][C:14]([N:17]3[CH2:22][CH2:21][CH2:20][CH2:19][CH2:18]3)=[CH:13][N:8]2[C:9](=[O:12])[C:10]=1[OH:11])=O.[Cl:23][C:24]1[CH:25]=[C:26]([CH:29]=[CH:30][C:31]=1[Cl:32])[CH2:27][NH2:28]>>[Cl:23][C:24]1[CH:25]=[C:26]([CH:29]=[CH:30][C:31]=1[Cl:32])[CH2:27][NH:28][C:3]([C:5]1[N:6]=[C:7]2[CH:16]=[CH:15][C:14]([N:17]3[CH2:18][CH2:19][CH2:20][CH2:21][CH2:22]3)=[CH:13][N:8]2[C:9](=[O:12])[C:10]=1[OH:11])=[O:2]. Procedure: Using the product of Example 2.6, the procedure described in Example 6 was adapted (except only 1.3 eq. of 3,4-dichlorobenzylamine was used) to afford the desired compound. Reactants: C(C1=CC=CC=C1)OC1=C(C=C(C=C1)CC(=O)O)OC (4-benzyloxy-3-methoxyphenylacetic acid), C(C(=O)Cl)(=O)Cl (oxalyl chloride), CN(C)C=O (DMF). Solvent: C1CCOC1 (THF). Run at time 2 hour. The product is C(C1=CC=CC=C1)OC1=C(C=C(C=C1)CC(=O)Cl)OC (4-Benzyloxy-3-methoxyphenylacetyl chloride). Reaction SMILES: [CH2:1]([O:8][C:9]1[CH:14]=[CH:13][C:12]([CH2:15][C:16](O)=[O:17])=[CH:11][C:10]=1[O:19][CH3:20])[C:2]1[CH:7]=[CH:6][CH:5]=[CH:4][CH:3]=1.C(Cl)(=O)C([Cl:24])=O.CN(C=O)C>C1COCC1>[CH2:1]([O:8][C:9]1[CH:14]=[CH:13][C:12]([CH2:15][C:16]([Cl:24])=[O:17])=[CH:11][C:10]=1[O:19][CH3:20])[C:2]1[CH:7]=[CH:6][CH:5]=[CH:4][CH:3]=1. Procedure: To a solution of 4-benzyloxy-3-methoxyphenylacetic acid (5.0 g, 18 mmol), from Step 2, in THF (40 mL) was added oxalyl chloride (2.54 g, 20 mmol, 1.1 equivalent) followed by a catalytic amount of DMF (~0.2 mL). The resulting mixture was stirred at ambient temperature for 2 hours and then concentrated under reduced pressure to give the title compound which was used without purification.